From a dataset of the Open Reaction Database (ORD), a public repository of structured organic reaction records. describe an organic reaction: reactants, conditions, products, and yield The reactants are C1CCOC1, CCN(C)c1nc(Cl)nc2c1CCCC2c1ccccc1, COc1cc(N)ccc1-n1cnc(Cl)c1, [H-], [Na+]. Product: CCN(C)c1nc(Nc2ccc(-n3cnc(Cl)c3)c(OC)c2)nc2c1CCCC2c1ccccc1. As a reaction SMILES: [CH2:39]1[O:40][CH2:41][CH2:42][CH2:43]1.[Cl:1][c:2]1[n:3][c:4]2[c:9]([c:10]([N:12]([CH3:13])[CH2:14][CH3:15])[n:11]1)[CH2:8][CH2:7][CH2:6][CH:5]2[c:16]1[cH:17][cH:18][cH:19][cH:20][cH:21]1.[Cl:22][c:23]1[n:24][cH:25][n:26](-[c:28]2[c:29]([O:35][CH3:36])[cH:30][c:31]([NH2:32])[cH:33][cH:34]2)[cH:27]1.[H-:37].[Na+:38]>>[c:2]1([NH:32][c:31]2[cH:30][c:29]([O:35][CH3:36])[c:28](-[n:26]3[cH:25][n:24][c:23]([Cl:22])[cH:27]3)[cH:34][cH:33]2)[n:3][c:4]2[c:9]([c:10]([N:12]([CH3:13])[CH2:14][CH3:15])[n:11]1)[CH2:8][CH2:7][CH2:6][CH:5]2[c:16]1[cH:17][cH:18][cH:19][cH:20][cH:21]1. Run at time 60 minute. Reported procedure: To a homogeneous solution of 1-(9b-morpholino-3-(3-phenyl-4-(trifluoromethyl)isoxazol-5-yl)-4,9b-dihydro-3aH-chromeno[3,4-d]isoxazol-7-yl)ethane-1,2-diol (Preparation 60E, 0.074 g, 0.139 mmol) in a mixture of THF (2.0 mL) and water (0.13 mL) at room temperature was added sodium periodate (0.045 g, 0.209 mmol). The reaction mixture was stirred for 60 min. The solvent was removed under reduced pressure, and the residue was diluted with ethyl acetate, washed with water, and washed with brine. The o... The solvent is C1CCOC1 (THF), O (water). As a reaction SMILES: [O:1]1[CH2:6][CH2:5][N:4]([C:7]23[C:34]4[CH:33]=[CH:32][C:31]([CH:35]([OH:38])CO)=[CH:30][C:29]=4[O:28][CH2:27][CH:8]2[C:9]([C:12]2[O:16][N:15]=[C:14]([C:17]4[CH:22]=[CH:21][CH:20]=[CH:19][CH:18]=4)[C:13]=2[C:23]([F:26])([F:25])[F:24])=[N:10][O:11]3)[CH2:3][CH2:2]1.I([O-])(=O)(=O)=O.[Na+]>C1COCC1.O>[O:1]1[CH2:2][CH2:3][N:4]([C:7]23[C:34]4[CH:33]=[CH:32][C:31]([CH:35]=[O:38])=[CH:30][C:29]=4[O:28][CH2:27][CH:8]2[C:9]([C:12]2[O:16][N:15]=[C:14]([C:17]4[CH:18]=[CH:19][CH:20]=[CH:21][CH:22]=4)[C:13]=2[C:23]([F:25])([F:26])[F:24])=[N:10][O:11]3)[CH2:5][CH2:6]1 |f:1.2|. Starting materials: O1CCN(CC1)C12C(C(=NO1)C1=C(C(=NO1)C1=CC=CC=C1)C(F)(F)F)COC=1C=C(C=CC12)C(CO)O (1-(9b-morpholino-3-(3-phenyl-4-(trifluoromethyl)isoxazol-5-yl)-4,9b-dihydro-3aH-chromeno[3,4-d]isoxazol-7-yl)ethane-1,2-diol), I(=O)(=O)(=O)[O-].[Na+] (sodium periodate). Product: O1CCN(CC1)C12C(C(=NO1)C1=C(C(=NO1)C1=CC=CC=C1)C(F)(F)F)COC=1C=C(C=CC12)C=O (9b-morpholino-3-(3-phenyl-4-(trifluoromethyl)isoxazol-5-yl)-4,9b-dihydro-3aH-chromeno[3,4-d]isoxazole-7-carbaldehyde).